From a dataset of the Open Reaction Database (ORD), a public repository of structured organic reaction records. describe an organic reaction: reactants, conditions, products, and yield The reactants are COc1ccc(C2=NN(C3CCNCC3)C(=O)C2(C)C)cc1OC, O=S(=O)(Cl)c1cc(Cl)cc(Cl)c1. Product: COc1ccc(C2=NN(C3CCN(S(=O)(=O)c4cc(Cl)cc(Cl)c4)CC3)C(=O)C2(C)C)cc1OC. As a reaction SMILES: [CH3:1][O:2][c:3]1[cH:4][c:5]([C:11]2=[N:15][N:14]([CH:16]3[CH2:17][CH2:18][NH:19][CH2:20][CH2:21]3)[C:13](=[O:22])[C:12]2([CH3:23])[CH3:24])[cH:6][cH:7][c:8]1[O:9][CH3:10].[Cl:25][c:26]1[cH:27][c:28]([S:33](=[O:34])(=[O:35])[Cl:36])[cH:29][c:30]([Cl:32])[cH:31]1>>[CH3:1][O:2][c:3]1[cH:4][c:5]([C:11]2=[N:15][N:14]([CH:16]3[CH2:17][CH2:18][N:19]([S:33]([c:28]4[cH:27][c:26]([Cl:25])[cH:31][c:30]([Cl:32])[cH:29]4)(=[O:34])=[O:35])[CH2:20][CH2:21]3)[C:13](=[O:22])[C:12]2([CH3:23])[CH3:24])[cH:6][cH:7][c:8]1[O:9][CH3:10]. Starting materials: C(C1=CC=CC=C1)Cl (benzyl chloride), O (water). Yields the product C(C1=CC=CC=C1)O (benzyl alcohol), C(C1=CC=CC=C1)OCC1=CC=CC=C1 (dibenzyl ether). Yield: 5.4%. Reaction SMILES: [CH2:1](Cl)[C:2]1[CH:7]=[CH:6][CH:5]=[CH:4][CH:3]=1.[OH2:9]>>[CH2:1]([OH:9])[C:2]1[CH:7]=[CH:6][CH:5]=[CH:4][CH:3]=1.[CH2:1]([O:9][CH2:1][C:2]1[CH:7]=[CH:6][CH:5]=[CH:4][CH:3]=1)[C:2]1[CH:7]=[CH:6][CH:5]=[CH:4][CH:3]=1. Procedure details: 126.5 g (1 mol) of benzyl chloride and 180 g (10 mol) of water were rapidly heated to reflux in a flask with baffles and propeller stirrer with vigorous stirring (250 rpm) under nitrogen. After 240 min reaction time, the mixture was rapidly cooled, the organic phase was separated off after addition of toluene, and analyzed by gas chromatography. It was found that 48 g of the benzyl chloride had been converted to give a yield of benzyl alcohol of 37 g and about 3.6 g dibenzyl ether, corresponding... Reactants: FC(S(=O)(=O)OS(=O)(=O)C(F)(F)F)(F)F (Trifluoromethanesulfonic anhydride), FC1=C(C=CC(=C1)F)[C@@]12N=C(SC[C@@H]1C[C@@H](OC2)C(CCCO)O)NC(C2=CC=CC=C2)=O (N-[(4aR,6R,8aS)-8a-(2,4-difluorophenyl)-6-(1,4-dihydroxybutyl)-4,4a,5,6,8,8a-hexahydropyrano[3,4-d][1,3]thiazin-2-yl]benzamide), CC1=NC(=CC=C1)C (2,6-dimethylpyridine). Solvent: ClCCl (dichloromethane). Run at temperature 0 celsius. The product is FC1=C(C=CC(=C1)F)[C@@]12N=C(SC[C@@H]1C[C@@H](OC2)C2OCCC2)NC(C2=CC=CC=C2)=O (N-[(4aR,6R,8aS)-8a-(2,4-difluorophenyl)-6-(tetrahydrofuran-2-yl)-4,4a,5,6,8,8a-hexahydropyrano[3,4-d][1,3]thiazin-2-yl]benzamide). As a reaction SMILES: FC(F)(F)S(OS(C(F)(F)F)(=O)=O)(=O)=O.[F:16][C:17]1[CH:22]=[C:21]([F:23])[CH:20]=[CH:19][C:18]=1[C@:24]12[CH2:33][O:32][C@@H:31]([CH:34]([OH:39])[CH2:35][CH2:36][CH2:37]O)[CH2:30][C@H:29]1[CH2:28][S:27][C:26]([NH:40][C:41](=[O:48])[C:42]1[CH:47]=[CH:46][CH:45]=[CH:44][CH:43]=1)=[N:25]2.CC1C=CC=C(C)N=1>ClCCl>[F:16][C:17]1[CH:22]=[C:21]([F:23])[CH:20]=[CH:19][C:18]=1[C@:24]12[CH2:33][O:32][C@@H:31]([CH:34]3[CH2:35][CH2:36][CH2:37][O:39]3)[CH2:30][C@H:29]1[CH2:28][S:27][C:26]([NH:40][C:41](=[O:48])[C:42]1[CH:47]=[CH:46][CH:45]=[CH:44][CH:43]=1)=[N:25]2. Reported procedure: Trifluoromethanesulfonic anhydride (12.5 μL, 76 μmol) was added drop-wise to a −78° C. solution of N-[(4aR,6R,8aS)-8a-(2,4-difluorophenyl)-6-(1,4-dihydroxybutyl)-4,4a,5,6,8,8a-hexahydropyrano[3,4-d][1,3]thiazin-2-yl]benzamide (C12) (18 mg, 38 μmol) and 2,6-dimethylpyridine (17.6 μL, 152 μmol) in dichloromethane (0.65 mL), and the reaction mixture was allowed to gradually warm to 0° C. over 30 minutes. The reaction mixture was partitioned between dichloromethane (10 mL) and water (5 mL), and the ... Reaction conditions: time 8 hour. Reaction SMILES: [CH2:1]([NH:3][CH2:4][C:5]([CH2:11][NH:12][C:13]1[CH:21]=[CH:20][CH:19]=[C:18]2[C:14]=1[CH:15]=[N:16][N:17]2[C:22]1[CH:27]=[CH:26][C:25]([F:28])=[CH:24][CH:23]=1)([OH:10])[C:6]([F:9])([F:8])[F:7])[CH3:2].C(N(CC)C(C)C)(C)C.[CH3:38][C:39]1[CH:47]=[CH:46][CH:45]=[C:44]([CH3:48])[C:40]=1[C:41](Cl)=[O:42]>ClCCl>[CH2:1]([N:3]([CH2:4][C:5]([CH2:11][NH:12][C:13]1[CH:21]=[CH:20][CH:19]=[C:18]2[C:14]=1[CH:15]=[N:16][N:17]2[C:22]1[CH:23]=[CH:24][C:25]([F:28])=[CH:26][CH:27]=1)([OH:10])[C:6]([F:8])([F:9])[F:7])[C:41](=[O:42])[C:40]1[C:44]([CH3:48])=[CH:45][CH:46]=[CH:47][C:39]=1[CH3:38])[CH3:2]. Run in C(Cl)Cl (DCM), ClCCl (dichloromethane), ClCCl (dichloromethane), C(Cl)Cl (DCM). The product is C(C)N(C(C1=C(C=CC=C1C)C)=O)CC(C(F)(F)F)(O)CNC1=C2C=NN(C2=CC=C1)C1=CC=C(C=C1)F (N-Ethyl-2,6-dimethyl-N-[3,3,3-trifluoro-2-({[1-(4-fluorophenyl)-1H-indazol-4-yl]amino}methyl)-2-hydroxypropyl]benzamide). Procedure: 3-(Ethylamino)-1,1,1-trifluoro-2-({[1-(4-fluorophenyl)-1H-indazol-4-yl]amino}methyl)-2-propanol (25 mg, 0.063 mmol) was dissolved in anhydrous dichloromethane (0.15 ml). N,N-diisopropylethylamine (0.011 ml, 0.13 mmol) was then added followed by 2,6-dimethylbenzoyl chloride in DCM (10.6 mg, 0.065 mmol as a 100 μl aliquot of 80.8 mg in 0.76 ml DCM) and the mixture stirred at room temperature overnight. The mixture was diluted with dichloromethane, washed successively with aqueous sodium bicarbonat... Starting materials: CC1=C(C(=O)Cl)C(=CC=C1)C (2,6-dimethylbenzoyl chloride), C(C)(C)N(C(C)C)CC (N,N-diisopropylethylamine), C(C)NCC(C(F)(F)F)(O)CNC1=C2C=NN(C2=CC=C1)C1=CC=C(C=C1)F (3-(Ethylamino)-1,1,1-trifluoro-2-({[1-(4-fluorophenyl)-1H-indazol-4-yl]amino}methyl)-2-propanol). Reactants: O=S(=O)(Cl)c1c(F)cccc1F, Nc1cc(I)ccc1C(=O)O. As a reaction SMILES: [F:12][c:13]1[c:14]([S:20](=[O:21])(=[O:22])[Cl:23])[c:15]([F:19])[cH:16][cH:17][cH:18]1.[NH2:1][c:2]1[c:3]([C:4](=[O:5])[OH:6])[cH:7][cH:8][c:9]([I:11])[cH:10]1>>[NH:1]([c:2]1[c:3]([C:4](=[O:5])[OH:6])[cH:7][cH:8][c:9]([I:11])[cH:10]1)[S:20]([c:14]1[c:13]([F:12])[cH:18][cH:17][cH:16][c:15]1[F:19])(=[O:21])=[O:22]. Yields the product O=C(O)c1ccc(I)cc1NS(=O)(=O)c1c(F)cccc1F. Reactants: Cl.CN(CCC1=CC=C(C=C1)[N+](=O)[O-])CCCl (2-[N-Methyl-N-(4-nitrophenethyl)amino]ethyl chloride hydrochloride), [N+](=O)([O-])C1=CC=C(C=C1)S (4-nitrothiophenol), C([O-])([O-])=O.[K+].[K+] (potassium carbonate). Solvent: C(C)#N (acetonitrile). The product is CN(CCC1=CC=C(C=C1)[N+](=O)[O-])CCSC1=CC=C(C=C1)[N+](=O)[O-] (2-[N-Methyl-N-(4-nitrophenethyl)amino]-1-(4-nitrophenylthio)ethane). The yield is 92.7%. Reaction SMILES: Cl.[CH3:2][N:3]([CH2:15][CH2:16]Cl)[CH2:4][CH2:5][C:6]1[CH:11]=[CH:10][C:9]([N+:12]([O-:14])=[O:13])=[CH:8][CH:7]=1.[N+:18]([C:21]1[CH:26]=[CH:25][C:24]([SH:27])=[CH:23][CH:22]=1)([O-:20])=[O:19].C(=O)([O-])[O-].[K+].[K+]>C(#N)C>[CH3:2][N:3]([CH2:15][CH2:16][S:27][C:24]1[CH:25]=[CH:26][C:21]([N+:18]([O-:20])=[O:19])=[CH:22][CH:23]=1)[CH2:4][CH2:5][C:6]1[CH:11]=[CH:10][C:9]([N+:12]([O-:14])=[O:13])=[CH:8][CH:7]=1 |f:0.1,3.4.5|. Reported procedure: 2-[N-Methyl-N-(4-nitrophenethyl)amino]ethyl chloride hydrochloride (3.0 g), 4-nitrothiophenol (1.7 g) and potassium carbonate (4.0 g) in acetonitrile (100 ml) were stirred at reflux for 16 hours. After evaporation, the residue was partitioned between water and ethyl acetate. The organic liquors were washed with saturated aqueous brine, dried (MgSO4), filtered and evaporated to give an orange oil (3.6 g). Chromatography on silica ("Kieselgel 60"-Trade Mark) eluting with ethyl acetate followed by ... Starting materials: O.NN (Hydrazine hydrate), BrC=1C=NC(=C(C#N)C1)Cl (5-bromo-2-chloronicotinonitrile). Run in C(C)O (ethanol). Product: BrC=1C=C2C(=NC1)NN=C2N (5-Bromo-1H-pyrazolo[3,4-b]pyridin-3-ylamine). RXN SMILES: O.[NH2:2][NH2:3].[Br:4][C:5]1[CH:6]=[N:7][C:8](Cl)=[C:9]([CH:12]=1)[C:10]#[N:11]>C(O)C>[Br:4][C:5]1[CH:12]=[C:9]2[C:10]([NH2:11])=[N:3][NH:2][C:8]2=[N:7][CH:6]=1 |f:0.1|. Procedure: Hydrazine hydrate (19 ml, 391 mmol) was added to a stirred solution of 5-bromo-2-chloronicotinonitrile (34 g, 156 mmol) in ethanol (300 ml). The reaction mixture was stirred at reflux for 4 hours then the solvent was removed in vacuo. Water was added and the resulting solids were filtered, washed with water, and dried in vacuo to afford the title compound as a solid. The reactants are CN([C@@H](CC1=C(C=C(C=C1C)O)C)C(=O)N[C@H](C)C(=O)[N-]CCCC1=CC=CC=C1)C(=O)OC(C)(C)C (N-methyl-BOC-2,6-dimethyltyrosyl-(D)-alanylphenylpropylamide), Cl.CO.O1CCOCC1 (methanol-HCl dioxane). The solvent is CO (methanol). Product: Cl.CN[C@@H](CC1=C(C=C(C=C1C)O)C)C(=O)N[C@H](C)C(=O)NCCCC1=CC=CC=C1 (N,2,6-trimethyltyrosyl-N-(3-phenylpropyl)-D-alaninamide, monohydrochloride). Reaction SMILES: [CH3:1][N:2](C(OC(C)(C)C)=O)[C@H:3]([C:14]([NH:16][C@@H:17]([C:19]([N-:21][CH2:22][CH2:23][CH2:24][C:25]1[CH:30]=[CH:29][CH:28]=[CH:27][CH:26]=1)=[O:20])[CH3:18])=[O:15])[CH2:4][C:5]1[C:10]([CH3:11])=[CH:9][C:8]([OH:12])=[CH:7][C:6]=1[CH3:13].[ClH:38].CO.O1CCOCC1>CO>[ClH:38].[CH3:1][NH:2][C@H:3]([C:14]([NH:16][C@@H:17]([C:19]([NH:21][CH2:22][CH2:23][CH2:24][C:25]1[CH:26]=[CH:27][CH:28]=[CH:29][CH:30]=1)=[O:20])[CH3:18])=[O:15])[CH2:4][C:5]1[C:6]([CH3:13])=[CH:7][C:8]([OH:12])=[CH:9][C:10]=1[CH3:11] |f:1.2.3,5.6|. Procedure: N-methyl-BOC-2,6-dimethyltyrosyl-(D)-alanylphenylpropylamide (iso F) from Example 12 was treated with methanol-HCl/dioxane as described in Example 12, except that no methanol was used after the removal of methanol-HCl/dioxane, so no reduction of volume was necessary before lyophilization. The product is The reactants are [Al+3], O=C(O)C(O)C(O)C(=O)O, CCN(CC)C(=O)NC1CC2c3cccc4[nH]c(C=O)c(c34)CC2N(C)C1, CCOC(C)=O, Cl, [H-], [H-], [H-], [H-], [Li+], N, C1CCOC1. Product: CCN(CC)C(=O)NC1CC2c3cccc4[nH]c(CO)c(c34)CC2N(C)C1. Reaction SMILES: [Al+3:2].[C:35]([OH:36])(=[O:37])[CH:38]([CH:39]([C:40]([OH:41])=[O:42])[OH:43])[OH:44].[CH2:7]([CH3:8])[N:9]([C:10](=[O:11])[NH:12][CH:13]1[CH2:14][N:15]([CH3:31])[CH:16]2[CH2:17][c:18]3[c:19]([CH:29]=[O:30])[nH:20][c:21]4[cH:22][cH:23][cH:24][c:25]([c:28]34)[CH:26]2[CH2:27]1)[CH2:32][CH3:33].[CH3:46][CH2:47][O:48][C:49](=[O:50])[CH3:51].[ClH:34].[H-:1].[H-:4].[H-:5].[H-:6].[Li+:3].[NH3:45].[O:52]1[CH2:53][CH2:54][CH2:55][CH2:56]1>>[CH2:7]([CH3:8])[N:9]([C:10](=[O:11])[NH:12][CH:13]1[CH2:14][N:15]([CH3:31])[CH:16]2[CH2:17][c:18]3[c:19]([CH2:29][OH:30])[nH:20][c:21]4[cH:22][cH:23][cH:24][c:25]([c:28]34)[CH:26]2[CH2:27]1)[CH2:32][CH3:33].